This data is from the Open Reaction Database (ORD), a public repository of structured organic reaction records. The task is: describe an organic reaction: reactants, conditions, products, and yield Starting materials: COC1=CC=C(C2=C1OCCO2)C(=O)OC (methyl 2,3-dihydro-8-methoxy-1,4-benzodioxin-5-carboxylate), ClN1C(CCC1=O)=O (N-chlorosuccinimide). Run in C(C)#N (ACN). Run at time 2 day. Yields the product ClC=1C=C(C2=C(OCCO2)C1OC)C(=O)OC (methyl 7-chloro-2,3-dihydro-8-methoxy-1,4-benzodioxin-5-carboxylate). Reaction SMILES: [CH3:1][O:2][C:3]1[C:8]2[O:9][CH2:10][CH2:11][O:12][C:7]=2[C:6]([C:13]([O:15][CH3:16])=[O:14])=[CH:5][CH:4]=1.[Cl:17]N1C(=O)CCC1=O>C(#N)C>[Cl:17][C:4]1[CH:5]=[C:6]([C:13]([O:15][CH3:16])=[O:14])[C:7]2[O:12][CH2:11][CH2:10][O:9][C:8]=2[C:3]=1[O:2][CH3:1]. Procedure details: A mixture of intermediate (1) (0.118 mol) and N-chlorosuccinimide (0.125 mol) in ACN (350 ml) was stirred at room temperature for two days. The solvent was evaporated and the residue was partitioned between DCM (500 ml) and water (500 ml). The organic layer was separated, dried, filtered and the solvent was evaporated. A part of the residue was crystallized from a mixture of DIPE and ACN, yielding methyl 7-chloro-2,3-dihydro-8-methoxy-1,4-benzodioxin-5-carboxylate (intermediate 2, mp. 99° C.) The reactants are COC(=O)CC(=O)OC, CCOC(C)=O, CS(C)=O, O=[N+]([O-])c1cc(F)ccc1F, [H-], [Na+]. The product is COC(=O)C(C(=O)OC)c1ccc(F)cc1[N+](=O)[O-]. RXN SMILES: [C:3]([CH2:4][C:5](=[O:6])[O:7][CH3:8])(=[O:9])[O:10][CH3:11].[CH3:23][CH2:24][O:25][C:26]([CH3:27])=[O:28].[CH3:29][S:30](=[O:31])[CH3:32].[F:12][c:13]1[c:14]([N+:20](=[O:21])[O-:22])[cH:15][c:16]([F:19])[cH:17][cH:18]1.[H-:2].[Na+:1]>>[C:3]([CH:4]([C:5](=[O:6])[O:7][CH3:8])[c:13]1[c:14]([N+:20](=[O:21])[O-:22])[cH:15][c:16]([F:19])[cH:17][cH:18]1)(=[O:9])[O:10][CH3:11]. Reactants: C(C)(C)(C)OC(NC1=C(C=C(C=C1)C1=CC=C(C=C1)F)N)=O ((3-amino-4′-fluoro-biphenyl-4-yl)-carbamic acid tert.-butyl ester), C(C)OC(CC(C1=CC(=CC=C1)N1N=NN=C1)=O)=O (3-oxo-3-(3-tetrazol-1-yl-phenyl)-propionic acid ethyl ester). The product is C(C)(C)(C)OC(NC1=C(C=C(C=C1)C1=CC=C(C=C1)F)NC(CC(C1=CC(=CC=C1)N1N=NN=C1)=O)=O)=O ({4′-Fluoro-3-[3-oxo-3-(3-tetrazol-1-yl-phenyl)-propionylamino]-biphenyl-4-yl}-carbamic acid tert.-butyl ester). As a reaction SMILES: [C:1]([O:5][C:6](=[O:22])[NH:7][C:8]1[CH:13]=[CH:12][C:11]([C:14]2[CH:19]=[CH:18][C:17]([F:20])=[CH:16][CH:15]=2)=[CH:10][C:9]=1[NH2:21])([CH3:4])([CH3:3])[CH3:2].C([O:25][C:26](=O)[CH2:27][C:28](=[O:40])[C:29]1[CH:34]=[CH:33][CH:32]=[C:31]([N:35]2[CH:39]=[N:38][N:37]=[N:36]2)[CH:30]=1)C>>[C:1]([O:5][C:6](=[O:22])[NH:7][C:8]1[CH:13]=[CH:12][C:11]([C:14]2[CH:15]=[CH:16][C:17]([F:20])=[CH:18][CH:19]=2)=[CH:10][C:9]=1[NH:21][C:26](=[O:25])[CH2:27][C:28](=[O:40])[C:29]1[CH:34]=[CH:33][CH:32]=[C:31]([N:35]2[CH:39]=[N:38][N:37]=[N:36]2)[CH:30]=1)([CH3:4])([CH3:2])[CH3:3]. Procedure details: Prepared from (3-amino-4′-fluoro-biphenyl-4-yl)-carbamic acid tert.-butyl ester (Example G39) and 3-oxo-3-(3-tetrazol-1-yl-phenyl)-propionic acid ethyl ester (Example H15) according to the general procedure K. Obtained as a light yellow solid (159 mg). The reactants are CC(=O)O, CC1(C)CC(=O)c2ccc(O)cc2O1, Cl, [Zn]. The product is CC1(C)CCc2ccc(O)cc2O1. As a reaction SMILES: [CH3:17][C:18](=[O:19])[OH:20].[CH3:1][C:2]1([CH3:14])[CH2:3][C:4](=[O:13])[c:5]2[c:6]([cH:8][c:9]([OH:12])[cH:10][cH:11]2)[O:7]1.[ClH:15].[Zn:16]>>[CH3:1][C:2]1([CH3:14])[CH2:3][CH2:4][c:5]2[c:6]([cH:8][c:9]([OH:12])[cH:10][cH:11]2)[O:7]1. Starting materials: [I-].C(C1=CC=CC=C1)OC(=O)NC(CC[S+](C)C)C(=O)NC1=C(C(=CC=C1)Br)C (racemic (3-(benzyloxycarbonylamino)-4-(3-bromo-2-methylphenylamino)-4-oxobutyl)dimethylsulfonium iodide), C([O-])([O-])=O.[Cs+].[Cs+] (cesium carbonate). Run in CS(=O)C (DMSO), CCOC(=O)C (EtOAc). Run at time 4.5 hour. Yields the product BrC=1C(=C(C=CC1)N1C(C(CC1)NC(OCC1=CC=CC=C1)=O)=O)C (racemic benzyl 1-(3-bromo-2-methylphenyl)-2-oxopyrrolidin-3-ylcarbamate). Isolated yield 93.8%. RXN SMILES: [I-].[CH2:2]([O:9][C:10]([NH:12][CH:13]([C:19]([NH:21][C:22]1[CH:27]=[CH:26][CH:25]=[C:24]([Br:28])[C:23]=1[CH3:29])=[O:20])[CH2:14][CH2:15][S+](C)C)=[O:11])[C:3]1[CH:8]=[CH:7][CH:6]=[CH:5][CH:4]=1.C(=O)([O-])[O-].[Cs+].[Cs+]>CS(C)=O.CCOC(C)=O>[Br:28][C:24]1[C:23]([CH3:29])=[C:22]([N:21]2[CH2:15][CH2:14][CH:13]([NH:12][C:10](=[O:11])[O:9][CH2:2][C:3]3[CH:8]=[CH:7][CH:6]=[CH:5][CH:4]=3)[C:19]2=[O:20])[CH:27]=[CH:26][CH:25]=1 |f:0.1,2.3.4|. Reported procedure: Step 3 A solution of racemic (3-(benzyloxycarbonylamino)-4-(3-bromo-2-methylphenylamino)-4-oxobutyl)dimethylsulfonium iodide (1.96 g, 3.30 mmol) in anhydrous DMSO (33 mL) was stirred at rt and treated with cesium carbonate (2.69 g, 8.26 mmol) in 3 portions over 25 min. After 4.5 h, the mixture was diluted with EtOAc, washed three times with water and twice with brine, dried and concentrated to provide racemic benzyl 1-(3-bromo-2-methylphenyl)-2-oxopyrrolidin-3-ylcarbamate as a tan solid (1.248 g... Starting materials: C([O-])([O-])=O.[Cs+].[Cs+] (cesium carbonate), C(C)OC(=O)C1=NNC(=C1)O (5-Hydroxy-1H-pyrazole-3-carboxylic acid ethyl ester), IC (iodomethane). Run in CN(C=O)C (N,N-dimethylformamide). Reaction conditions: time 12 hour. The product is C(C)OC(=O)C1=NNC(=C1)OC (5-Methoxy-1H-pyrazole-3-carboxylic acid ethyl ester). Isolated yield 38.0%. As a reaction SMILES: [CH2:1]([O:3][C:4]([C:6]1[CH:10]=[C:9]([OH:11])[NH:8][N:7]=1)=[O:5])[CH3:2].[C:12](=O)([O-])[O-].[Cs+].[Cs+].IC>CN(C)C=O>[CH2:1]([O:3][C:4]([C:6]1[CH:10]=[C:9]([O:11][CH3:12])[NH:8][N:7]=1)=[O:5])[CH3:2] |f:1.2.3|. Procedure details: 5-Hydroxy-1H-pyrazole-3-carboxylic acid ethyl ester (300 mg, 1.92 mmol) was dissolved in anhydrous N,N-dimethylformamide (DMF) (35 ml) and cesium carbonate (626 mg, 1.92 mmol) was added. The resulting suspension was treated with iodomethane (120 μl, 273 mg, 1.92 mmol) and stirred for 12 h at room temperature. The reaction mixture was quenched with saturated potassium hydrogen sulfate solution and extracted with ethyl acetate (3×100 ml). The combined organic layers were washed with water (50 ml) ... Reactants: COc1ccc(CCl)cc1, CS(C)=O, [Na], O=C(O)c1ccc2ccccc2c1O. Product: COc1ccc(COC(=O)c2ccc3ccccc3c2O)cc1. RXN SMILES: [CH3:16][O:17][c:18]1[cH:19][cH:20][c:21]([CH2:22][Cl:23])[cH:24][cH:25]1.[CH3:26][S:27]([CH3:28])=[O:29].[Na:1].[OH:2][C:3](=[O:4])[c:5]1[cH:6][cH:7][c:8]2[cH:9][cH:10][cH:11][cH:12][c:13]2[c:14]1[OH:15]>>[O:2]([C:3](=[O:4])[c:5]1[cH:6][cH:7][c:8]2[cH:9][cH:10][cH:11][cH:12][c:13]2[c:14]1[OH:15])[CH2:22][c:21]1[cH:20][cH:19][c:18]([O:17][CH3:16])[cH:25][cH:24]1. The reactants are O=C=NS(=O)(=O)Cl, ClCCl, Nc1cc(-c2ccc(F)cc2)sc1S(N)(=O)=O, O. The product is NC(=O)Nc1cc(-c2ccc(F)cc2)sc1S(N)(=O)=O. RXN SMILES: [Cl:18][S:19](=[O:20])(=[O:21])[N:22]=[C:23]=[O:24].[Cl:26][CH2:27][Cl:28].[NH2:1][c:2]1[c:3]([S:14](=[O:15])(=[O:16])[NH2:17])[s:4][c:5](-[c:7]2[cH:8][cH:9][c:10]([F:13])[cH:11][cH:12]2)[cH:6]1.[OH2:25]>>[NH:1]([c:2]1[c:3]([S:14](=[O:15])(=[O:16])[NH2:17])[s:4][c:5](-[c:7]2[cH:8][cH:9][c:10]([F:13])[cH:11][cH:12]2)[cH:6]1)[C:23]([NH2:22])=[O:24]. Reactants: CS(=O)(=O)N1CCC(CC1)C(C(F)(F)F)O[Si](CC)(CC)CC (1-Methanesulfonyl-4-[2,2,2-trifluoro-1-(triethyl-siloxy)ethyl]piperidine), C([O-])(O)=O.[Na+] (sodium bicarbonate), C(C)(=O)OCC (ethyl acetate), Cl (hydrogen chloride). Run in O1CCCC1 (tetrahydrofuran). Conditions: time 2 hour. Yields the product CS(=O)(=O)N1CCC(CC1)C(C(F)(F)F)O (1-methanesulfonyl-4-(2,2,2-trifluoro-1-hydroxyethyl)-piperidine). Isolated yield 95.0%. As a reaction SMILES: [CH3:1][S:2]([N:5]1[CH2:10][CH2:9][CH:8]([CH:11]([O:16][Si](CC)(CC)CC)[C:12]([F:15])([F:14])[F:13])[CH2:7][CH2:6]1)(=[O:4])=[O:3].Cl.C(=O)(O)[O-].[Na+].C(OCC)(=O)C>O1CCCC1>[CH3:1][S:2]([N:5]1[CH2:10][CH2:9][CH:8]([CH:11]([OH:16])[C:12]([F:15])([F:14])[F:13])[CH2:7][CH2:6]1)(=[O:3])=[O:4] |f:2.3|. Procedure details: 1-Methanesulfonyl-4-[2,2,2-trifluoro-1-(triethyl-siloxy)ethyl]piperidine (300 mg, 0.999 mmol) was dissolved in tetrahydrofuran (2.4 mL). To this, a 1 mol/L aqueous hydrogen chloride solution (2.4 mL) was added and the mixture was stirred at room temperature for 2 hours. The reaction was stopped by addition of a saturated aqueous sodium bicarbonate solution to the reaction mixture, and extraction with ethyl acetate was performed, followed by washing with brine and drying over anhydrous sodium sul...